describe an organic reaction: reactants, conditions, products, and yield From a dataset of the Open Reaction Database (ORD), a public repository of structured organic reaction records. Starting materials: BrC1=CC(=C(C=C1)OC)[N+](=O)[O-] (4-bromo-2-nitro-anisole), Cl.CNCC1CCOCC1 (methyl-(tetrahydro-pyran-4-ylmethyl)-amine hydrochloride), C1(CCCCC1)P(C1=C(C=CC=C1)C1=CC=CC=C1)C1CCCCC1 (2-(dicyclohexylphosphino)biphenyl), C([O-])([O-])=O.[Cs+].[Cs+] (cesium carbonate). The reagents and catalysts are C(C)(=O)[O-].[Pd+2].C(C)(=O)[O-] (palladium (II) acetate). The solvent is O1CCOCC1 (dioxane). Product: COC1=C(C=C(C=C1)N(CC1CCOCC1)C)[N+](=O)[O-] ((4-methoxy-3-nitro-phenyl)-methyl-(tetrahydro-pyran-4-ylmethyl)-amine). Yield: 62.4%. RXN SMILES: Br[C:2]1[CH:7]=[CH:6][C:5]([O:8][CH3:9])=[C:4]([N+:10]([O-:12])=[O:11])[CH:3]=1.Cl.[CH3:14][NH:15][CH2:16][CH:17]1[CH2:22][CH2:21][O:20][CH2:19][CH2:18]1.C1(P(C2CCCCC2)C2C=CC=CC=2C2C=CC=CC=2)CCCCC1.C(=O)([O-])[O-].[Cs+].[Cs+]>O1CCOCC1.C([O-])(=O)C.[Pd+2].C([O-])(=O)C>[CH3:9][O:8][C:5]1[CH:6]=[CH:7][C:2]([N:15]([CH3:14])[CH2:16][CH:17]2[CH2:22][CH2:21][O:20][CH2:19][CH2:18]2)=[CH:3][C:4]=1[N+:10]([O-:12])=[O:11] |f:1.2,4.5.6,8.9.10|. Procedure details: To a stirred solution of 4.70 g (20.0 mmol) 4-bromo-2-nitro-anisole in 100 ml dioxane were added 4.03 g (24.3 mmol) methyl-(tetrahydro-pyran-4-ylmethyl)-amine hydrochloride (1:1), 0.710 g (20.0 mmol) 2-(dicyclohexylphosphino)biphenyl, 16.5 g (50.65 mmol) cesium carbonate, and 227 mg (1.0 mmol) palladium (II) acetate. The mixture was heated at reflux for 24 h and then poured onto water and extracted three times with ethyl acetate. The combined organic phases were dried over sodium sulfate and con...